Task: describe an organic reaction: reactants, conditions, products, and yield. Dataset: the Open Reaction Database (ORD), a public repository of structured organic reaction records The reactants are CC(C)(C)N1C(=O)C(NCCCCc2ccccc2)=C(c2ccccc2)S1(=O)=O, O=C([O-])[O-], BrCc1ccccc1, O=C(O)C(F)(F)F, [K+], [K+]. Yields the product O=C1C(NCCCCc2ccccc2)=C(c2ccccc2)S(=O)(=O)N1Cc1ccccc1. RXN SMILES: [C:1]([CH3:2])([CH3:3])([CH3:4])[N:5]1[S:6](=[O:28])(=[O:29])[C:7]([c:22]2[cH:23][cH:24][cH:25][cH:26][cH:27]2)=[C:8]([NH:11][CH2:12][CH2:13][CH2:14][CH2:15][c:16]2[cH:17][cH:18][cH:19][cH:20][cH:21]2)[C:9]1=[O:10].[C:30](=[O:31])([O-:32])[O-:33].[CH2:36]([c:37]1[cH:38][cH:39][cH:40][cH:41][cH:42]1)[Br:43].[F:44][C:45]([F:46])([F:47])[C:48]([OH:49])=[O:50].[K+:34].[K+:35]>>[N:5]1([CH2:36][c:37]2[cH:38][cH:39][cH:40][cH:41][cH:42]2)[S:6](=[O:28])(=[O:29])[C:7]([c:22]2[cH:23][cH:24][cH:25][cH:26][cH:27]2)=[C:8]([NH:11][CH2:12][CH2:13][CH2:14][CH2:15][c:16]2[cH:17][cH:18][cH:19][cH:20][cH:21]2)[C:9]1=[O:10]. Reactants: N1(CCCC1)CCCOC1=CC=C(C=C1)N1C(=CC2=CC=CC=C12)CO ({1-[4-(3-Pyrrolidin-1-ylpropoxy)phenyl]-1H-indol-2-yl}methanol), CO (methanol). The solvent is C(C)#N (acetonitrile), Cl (HCl). Reaction conditions: time 2 hour. Yields the product COCC=1N(C2=CC=CC=C2C1)C1=CC=C(C=C1)OCCCN1CCCC1 (2-Methoxymethyl-1-[4-(3-pyrrolidin-1-ylpropoxy)phenyl]-1H-indole). Reaction SMILES: [N:1]1([CH2:6][CH2:7][CH2:8][O:9][C:10]2[CH:15]=[CH:14][C:13]([N:16]3[C:24]4[C:19](=[CH:20][CH:21]=[CH:22][CH:23]=4)[CH:18]=[C:17]3[CH2:25][OH:26])=[CH:12][CH:11]=2)[CH2:5][CH2:4][CH2:3][CH2:2]1.[CH3:27]O>C(#N)C.Cl>[CH3:27][O:26][CH2:25][C:17]1[N:16]([C:13]2[CH:12]=[CH:11][C:10]([O:9][CH2:8][CH2:7][CH2:6][N:1]3[CH2:5][CH2:4][CH2:3][CH2:2]3)=[CH:15][CH:14]=2)[C:24]2[C:19]([CH:18]=1)=[CH:20][CH:21]=[CH:22][CH:23]=2. Reported procedure: {1-[4-(3-Pyrrolidin-1-ylpropoxy)phenyl]-1H-indol-2-yl}methanol (15 mg) was dissolved in a mixture of methanol, acetonitrile, and 1 N HCl. After standing at room temperature for 2 hours, the solution was purified by semi-prep LC-MS to give 1.1 mg of the desired product. LC-MS (C23H28N2O2 calc'd 364) m/z 365 (M+H); 1H NMR (300 MHz, CDCl3) δ 7.66-7.61 (m, 1H), 7.33 (d, J=9 Hz, 2H), 7.20-6.75 (m, 5H), 6.66 (s, 1H), 4.40 (s, 2H), 4.10 (t, J=6.3 Hz, 2H), 3.28 (s, 3H), 2.82-2.71 (m, 6H), 2.17-2.08 (m, ... The product is COc1ccc(CNc2cc(Oc3ccc(NC(=O)NC(=O)Cc4ccc(F)cc4)cc3F)ncn2)cc1. Starting materials: C1CCOC1, COc1ccc(CNc2cc(Oc3ccc(N)cc3F)ncn2)cc1, Cc1ccccc1, CC(C)OC(C)C, O=C=NC(=O)Cc1ccc(F)cc1. RXN SMILES: [CH2:53]1[O:54][CH2:55][CH2:56][CH2:57]1.[CH3:1][O:2][c:3]1[cH:4][cH:5][c:6]([CH2:7][NH:8][c:9]2[n:10][cH:11][n:12][c:13]([O:15][c:16]3[c:17]([F:23])[cH:18][c:19]([NH2:22])[cH:20][cH:21]3)[cH:14]2)[cH:24][cH:25]1.[CH3:39][c:40]1[cH:41][cH:42][cH:43][cH:44][cH:45]1.[CH:46]([O:47][CH:48]([CH3:49])[CH3:50])([CH3:51])[CH3:52].[F:26][c:27]1[cH:28][cH:29][c:30]([CH2:33][C:34](=[O:35])[N:36]=[C:37]=[O:38])[cH:31][cH:32]1>>[CH3:1][O:2][c:3]1[cH:4][cH:5][c:6]([CH2:7][NH:8][c:9]2[n:10][cH:11][n:12][c:13]([O:15][c:16]3[c:17]([F:23])[cH:18][c:19]([NH:22][C:37]([NH:36][C:34]([CH2:33][c:30]4[cH:29][cH:28][c:27]([F:26])[cH:32][cH:31]4)=[O:35])=[O:38])[cH:20][cH:21]3)[cH:14]2)[cH:24][cH:25]1. Reactants: ( 100 ), C[C@H]1[C@@H](O[C@H]([C@@H]1O)C2=CC=CC=C2)C/C=C/C(=O)N[C@H](CC3=CC(=C(C=C3)OC)Cl)C(=O)NC[C@@H](C)C(=O)OC (Cryptophycin 6), ( 9 ), C[C@@H]1CNC(=O)[C@H](NC(=O)/C=C/C[C@H](OC(=O)[C@@H](OC1=O)CC(C)C)[C@H](C)[C@@H]2[C@H](O2)C3=CC=CC=C3)CC4=CC(=C(C=C4)OC)Cl (Cryptophycin 1), C(C(O)CC(C)C)(=O)O (leucic acid), CC1CNC(=O)C(NC(=O)/C=C/CC(OC(=O)C(OC1=O)CC(C)C)C(C)C2C(O2)C3=CC=CC=C3)CC4=CC(=C(C=C4)OC)Cl (Cryptophycin), C[C@@H]1CNC(=O)[C@H](NC(=O)/C=C\C[C@H](OC(=O)[C@@H](OC1=O)CC(C)C)[C@H](C)/C=C/C2=CC=CC=C2)CC3=CC=C(C=C3)OC (Cryptophycin 4), CC1CNC(=O)C(NC(=O)/C=C/CC(OC(=O)C(OC1=O)CC(C)C)C(C)C2C(O2)C3=CC=CC=C3)CC4=CC(=C(C=C4)OC)Cl (Cryptophycin), ( 5/9 ), hydroxy acid, C[C@@H]1CNC(=O)[C@H](NC(=O)/C=C\C[C@H](OC(=O)[C@@H](OC1=O)CC(C)C)[C@H](C)/C=C/C2=CC=CC=C2)CC3=CC=C(C=C3)OC (Cryptophycin 4), C[C@@H]1CNC(=O)[C@H](NC(=O)/C=C/C[C@H](OC(=O)[C@@H](OC1=O)CC(C)C)[C@H](C)[C@@H]2[C@H](O2)C3=CC=CC=C3)CC4=CC(=C(C=C4)OC)Cl (Cryptophycin 1), ( 6/8 ), ( 5 ), ( 9.5/6.4/1.8 ), NCC(C(=O)O)C (3-amino-2-methylpropionic acid), C[C@@H]1CNC(=O)[C@H](NC(=O)/C=C/C[C@H](OC(=O)[C@@H](OC1=O)CC(C)C)[C@H](C)/C=C/C=2C=CC=CC2)CC=3C=CC(=C(C3)Cl)OC (Cryptophycin 3), ClC=1C=C(C[C@H](N)C(=O)O)C=C(C1OC)Cl (3,5-dichloro-4-methoxyphenylalanine), C[C@@H]1CNC(=O)[C@H](NC(=O)/C=C/C[C@H](OC(=O)[C@@H](OC1=O)CC(C)C)[C@H](C)/C=C/C=2C=CC=CC2)CC=3C=CC(=C(C3)Cl)OC (Cryptophycin 3), ( 7.6 ), ( ε ), OC(CC=CC(=O)O)C(C(C(C1=CC=CC=C1)O)O)C (5,7,8-trihydroxy-6-methyl-8-phenyl-2-octenoic acid), C[C@@H]1CNC(=O)[C@H](NC(=O)/C=C/C[C@H](OC(=O)[C@@H](OC1=O)CC(C)C)[C@H](C)[C@@H]2[C@H](O2)C3=CC=CC=C3)CC4=CC(=C(C=C4)OC)Cl (Cryptophycin 1), ( 8.0/5.5/1.2 ), CC1CNC(=O)C(NC(=O)/C=C/CC(OC(=O)C(OC1=O)CC(C)C)C(C)C2C(O2)C3=CC=CC=C3)CC4=CC(=C(C=C4)OC)Cl (Cryptophycin), ( 10/14 ), C[C@@H]1CNC(=O)[C@H](NC(=O)/C=C/C[C@H](OC(=O)[C@@H](OC1=O)CC(C)C)[C@H](C)[C@@H]2[C@H](O2)C3=CC=CC=C3)CC4=CC(=C(C=C4)OC)Cl (Cryptophycin 1), 1H-NMR(CDCl3), ( 11/13 ), ( 87 ), ( 2.1/1.4/0.3 ), ( 12 ), C[C@@H]1CNC(=O)[C@H](NC(=O)/C=C\C[C@H](OC(=O)[C@@H](OC1=O)CC(C)C)[C@H](C)/C=C/C2=CC=CC=C2)CC3=CC=C(C=C3)OC (Cryptophycin 4), ( 5 ), CC1CNC(=O)C(NC(=O)/C=C/CC(OC(=O)C(OC1=O)CC(C)C)C(C)C2C(O2)C3=CC=CC=C3)CC4=CC(=C(C=C4)OC)Cl (Cryptophycin), CC1CNC(=O)C(NC(=O)/C=C/CC(OC(=O)C(OC1=O)CC(C)C)C(C)C2C(O2)C3=CC=CC=C3)CC4=CC(=C(C=C4)OC)Cl (Cryptophycin), ( 8 ), C[C@@H]1CNC(=O)[C@H](NC(=O)/C=C/C[C@H](OC(=O)[C@@H](OC1=O)CC(C)C)[C@H](C)/C=C/C=2C=CC=CC2)CC=3C=CC(=C(C3)Cl)OC (Cryptophycin 3), CC1CNC(=O)C(NC(=O)/C=C/CC(OC(=O)C(OC1=O)CC(C)C)C(C)C2C(O2)C3=CC=CC=C3)CC4=CC(=C(C=C4)OC)Cl (Cryptophycin), C[C@@H]1CNC(=O)[C@H](NC(=O)/C=C/C[C@H](OC(=O)[C@@H](OC1=O)CC(C)C)[C@H](C)/C=C/C=2C=CC=CC2)CC=3C=CC(=C(C3)Cl)OC (Cryptophycin 3). Run in CO (MeOH). The product is C[C@@H]1CNC(=O)[C@H](NC(=O)/C=C/C[C@H](OC(=O)[C@@H](OC1=O)CC(C)C)[C@H](C)/C=C/C2=CC=CC=C2)CC3=CC(=C(C(=C3)Cl)O)Cl (Cryptophycin 45). Reaction SMILES: [OH:1][CH:2]([CH:9]([CH3:20])[CH:10](O)[CH:11](O)[C:12]1[CH:17]=[CH:16][CH:15]=[CH:14][CH:13]=1)[CH2:3][CH:4]=[CH:5][C:6]([OH:8])=O.[Cl:21][C:22]1[CH:23]=[C:24]([CH:31]=[C:32]([Cl:36])[C:33]=1[O:34]C)[CH2:25][C@@H:26]([C:28]([OH:30])=O)[NH2:27].[NH2:37][CH2:38][CH:39]([CH3:43])[C:40]([OH:42])=[O:41].[C:44](O)(=[O:51])[CH:45]([CH2:47][CH:48]([CH3:50])[CH3:49])O.C[C@H]1C(=O)O[C@@H](CC(C)C)C(=O)O[C@H]([C@@H]([C@H]2O[C@@H]2C2C=CC=CC=2)C)CC=CC(=O)N[C@H](CC2C=CC(OC)=C(Cl)C=2)C(=O)NC1.CC1C(=O)OC(CC(C)C)C(=O)OC(C(C2OC2C2C=CC=CC=2)C)CC=CC(=O)NC(CC2C=CC(OC)=C(Cl)C=2)C(=O)NC1.C[C@H]1C(=O)O[C@@H](CC(C)C)C(=O)O[C@H]([C@@H](/C=C/C2C=CC=CC=2)C)CC=CC(=O)N[C@H](CC2C=CC(OC)=C(Cl)C=2)C(=O)NC1.C[C@H]1C(=O)O[C@@H](CC(C)C)C(=O)O[C@H]([C@@H](/C=C/C2C=CC=CC=2)C)CC=CC(=O)N[C@H](CC2C=CC(OC)=CC=2)C(=O)NC1.C[C@@H]1[C@@H](O)[C@H](C2C=CC=CC=2)O[C@H]1C/C=C/C(N[C@@H](C(NC[C@H](C(OC)=O)C)=O)CC1C=CC(OC)=C(Cl)C=1)=O>CO>[CH3:43][C@H:39]1[C:40](=[O:42])[O:41][C@@H:45]([CH2:47][CH:48]([CH3:50])[CH3:49])[C:44](=[O:51])[O:1][C@H:2]([C@@H:9](/[CH:10]=[CH:11]/[C:12]2[CH:17]=[CH:16][CH:15]=[CH:14][CH:13]=2)[CH3:20])[CH2:3][CH:4]=[CH:5][C:6](=[O:8])[NH:27][C@H:26]([CH2:25][C:24]2[CH:31]=[C:32]([Cl:36])[C:33]([OH:34])=[C:22]([Cl:21])[CH:23]=2)[C:28](=[O:30])[NH:37][CH2:38]1. Reported procedure: [α]D +72.0°(MeOH, c 0.122); UV λmax (ε) 250 (25500), 284 (5300); IR (neat) νmax 3407, 3239, 2958, 1743, 1727, 1667, 1538, 1469, 1242, 1196, 1177, 694 cm-1 ; EIMS m/z (rel intensity) 658/660/662 (2.1/1.4/0.3), 483 (7.6) 432/434/436 (9.5/6.4/1.8), 300/302/304 (8.0/5.5/1.2), 227 (100) 91 (87); high resolution EIMS m/z 658.2207 (calcd for C34H40Cl2N2O7, 0.6 mmu error); 1H-NMR(CDCl3):amino or hydroxy acid unit δ (carbon position, multiplicity; J in Hz) 5-hydroxy-6-methyl-8-phenyl-2,7-octadienoic acid... The reactants are C1(CCCC1)C[C@@H](C(=O)N1N(CC[C@H]1C(=O)NC1=NC=NC=C1)C(=O)OCC1=CC=CC=C1)CN(OCC1=CC=CC=C1)C=O (phenylmethyl (3S)-2-[(2R)-3-cyclopentyl-2-({formyl[(phenylmethyl)oxy]amino}methyl)propanoyl]-3-[(4-pyrimidinylamino)carbonyl]-1-pyrazolidinecarboxylate). The reagents and catalysts are [OH-].[OH-].[Pd+2] (Pearlman's catalyst). Solvent: CO (methanol). Reaction conditions: time 2 hour. Product: C1(CCCC1)C[C@@H](C(=O)N1NCC[C@H]1C(=O)NC1=NC=NC=C1)CN(O)C=O ((3S)-2-((2R)-3-cyclopentyl-2-{[formyl(hydroxy)amino]methyl}propanoyl)-N-4-pyrimidinyl-3-pyrazolidinecarboxamide). The yield is 72.4%. RXN SMILES: [CH:1]1([CH2:6][C@H:7]([CH2:34][N:35]([CH:44]=[O:45])[O:36]CC2C=CC=CC=2)[C:8]([N:10]2[C@H:14]([C:15]([NH:17][C:18]3[CH:23]=[CH:22][N:21]=[CH:20][N:19]=3)=[O:16])[CH2:13][CH2:12][N:11]2C(OCC2C=CC=CC=2)=O)=[O:9])[CH2:5][CH2:4][CH2:3][CH2:2]1>[OH-].[OH-].[Pd+2].CO>[CH:1]1([CH2:6][C@H:7]([CH2:34][N:35]([CH:44]=[O:45])[OH:36])[C:8]([N:10]2[C@H:14]([C:15]([NH:17][C:18]3[CH:23]=[CH:22][N:21]=[CH:20][N:19]=3)=[O:16])[CH2:13][CH2:12][NH:11]2)=[O:9])[CH2:2][CH2:3][CH2:4][CH2:5]1 |f:1.2.3|. Reported procedure: A mixture of phenylmethyl (3S)-2-[(2R)-3-cyclopentyl-2-({formyl[(phenylmethyl)oxy]amino}methyl)propanoyl]-3-[(4-pyrimidinylamino)carbonyl]-1-pyrazolidinecarboxylate (1.21 g, 1.96 mmol) and Pearlman's catalyst (0.276 g, 0.39 mmol) in methanol (109 ml) was degassed and placed under 1 atm of H2 at 25° C. After 2 hrs, the reaction mixture was filtered and concentrated. Purification by reverse phase HPLC (Gilson) provided (3S)-2-((2R)-3-cyclopentyl-2-{[formyl(hydroxy)amino]methyl}propanoyl)-N-4-pyrim... Starting materials: ClC=1C=CC(=C(C1)C(O)(C1=CC=CC=C1)CC)O (5-chloro-α-ethyl-2-hydroxy-α-phenyl-benzene-methanol), [Na] (sodium), N (ammonia), ferric nitrate, ClC(C(=O)[O-])Cl.[K+] (potassium dichloroacetate), N (ammonia), ClC(C(=O)[O-])Cl.[K+] (potassium dichloroacetate). Run in C1(=CC=CC=C1)C (toluene), O (water), C1(=CC=CC=C1)C (toluene). Run at time 90 minute. Product: ClC1=CC2=C(OC(OC2(C2=CC=CC=C2)CC)C(=O)O)C=C1 (6-chloro-4-ethyl-4-phenyl-[4H]-1,3-benzodioxin-2-carboxylic acid). The yield is 84.9%. Reaction SMILES: [Na].N.[Cl:3][C:4]1[CH:5]=[CH:6][C:7]([OH:20])=[C:8]([C:10]([CH2:18][CH3:19])([C:12]2[CH:17]=[CH:16][CH:15]=[CH:14][CH:13]=2)[OH:11])[CH:9]=1.Cl[CH:22](Cl)[C:23]([O-:25])=[O:24].[K+]>C1(C)C=CC=CC=1.O>[Cl:3][C:4]1[CH:5]=[CH:6][C:7]2[O:20][CH:22]([C:23]([OH:25])=[O:24])[O:11][C:10]([CH2:18][CH3:19])([C:12]3[CH:17]=[CH:16][CH:15]=[CH:14][CH:13]=3)[C:8]=2[CH:9]=1 |f:3.4,^1:0|. Procedure: 4.8 g of sodium were added in small amounts to a stirred mixture of 250 ml of condensed liquid ammonia and 100 mg of ferric nitrate and then a solution of 26.2 g of 5-chloro-α-ethyl-2-hydroxy-α-phenyl-benzene-methanol [prepared by Step A of Example 23 using ethyl bromide] with a melting point of 85° C. in 200 ml of anhydrous toluene was added thereto at 28°-30° C. over 90 minutes. The temperature was raised to disengage the ammonia and the mixture was then refluxed for 3 hours. 100 ml of toluene... Reactants: NC1=C(C2=C(S1)C=C(C=C2)OC)C#N (2-amino-6-methoxybenzo[b]thiophene-3-carbonitrile), FC1=C(C=CC(=C1)F)[N+](=O)[O-] (2,4-difluoro-nitrobenzene). Yields the product COC=1C=CC2=C(SC(=C2C#N)NC2=C(C=CC(=C2)F)[N+](=O)[O-])C1 (6-methoxy-2-(5-fluoro-2-nitroanilino)benzo[b]thiophene-3-carbonitrile). The yield is 29.0%. As a reaction SMILES: [NH2:1][C:2]1[S:6][C:5]2[CH:7]=[C:8]([O:11][CH3:12])[CH:9]=[CH:10][C:4]=2[C:3]=1[C:13]#[N:14].F[C:16]1[CH:21]=[C:20]([F:22])[CH:19]=[CH:18][C:17]=1[N+:23]([O-:25])=[O:24]>>[CH3:12][O:11][C:8]1[CH:9]=[CH:10][C:4]2[C:3]([C:13]#[N:14])=[C:2]([NH:1][C:16]3[CH:21]=[C:20]([F:22])[CH:19]=[CH:18][C:17]=3[N+:23]([O-:25])=[O:24])[S:6][C:5]=2[CH:7]=1. Procedure details: In the same manner as in Starting Material Synthesis Example 51 and using 2-amino-6-methoxybenzo[b]thiophene-3-carbonitrile (5.2 g) and 2,4-difluoro-nitrobenzene (4.0 g), 6-methoxy-2-(5-fluoro-2-nitroanilino)benzo[b]thiophene-3-carbonitrile (2.5 g) was obtained. Run in ClCCl (dichloromethane). Procedure: A solution of 22 mg of the resultant compound of Example 70 in 1 ml of dichloromethane was treated with 0.07 ml of ethyldiisopropylamine and 0.03 ml of chloromethyl methyl ether. The resulting solution was heated at reflux for 1 h. The cooled solution was concentrated in vacuo to give 26 mg of a crude solid which was recrystallized from ethyl acetate/chloroform to provide 15 mg of the desired compound (Rf 0.6, 10% methanol in chloroform) as a white solid, m.p. 197°-198° C. Mass spectrum: (M+H)+ ... Reaction SMILES: [C:1]([NH:11][C@H:12]([C:16]([NH:18][CH:19]([CH:27]([OH:54])[CH:28]([NH:36][C:37](=[O:53])[C@H:38]([CH:50]([CH3:52])[CH3:51])[NH:39][C:40]([O:42][CH2:43][C:44]1[CH:49]=[CH:48][CH:47]=[CH:46][CH:45]=1)=[O:41])[CH2:29][C:30]1[CH:35]=[CH:34][CH:33]=[CH:32][CH:31]=1)[CH2:20][C:21]1[CH:26]=[CH:25][CH:24]=[CH:23][CH:22]=1)=[O:17])[CH:13]([CH3:15])[CH3:14])([O:3][CH2:4][C:5]1[CH:10]=[CH:9][CH:8]=[CH:7][CH:6]=1)=[O:2].C(N(C(C)C)C(C)C)C.[CH3:64][O:65][CH2:66]Cl>ClCCl>[C:40]([NH:39][C@H:38]([C:37]([NH:36][CH:28]([CH:27]([O:54][CH2:64][O:65][CH3:66])[CH:19]([NH:18][C:16](=[O:17])[C@H:12]([CH:13]([CH3:14])[CH3:15])[NH:11][C:1]([O:3][CH2:4][C:5]1[CH:6]=[CH:7][CH:8]=[CH:9][CH:10]=1)=[O:2])[CH2:20][C:21]1[CH:26]=[CH:25][CH:24]=[CH:23][CH:22]=1)[CH2:29][C:30]1[CH:31]=[CH:32][CH:33]=[CH:34][CH:35]=1)=[O:53])[CH:50]([CH3:52])[CH3:51])([O:42][CH2:43][C:44]1[CH:49]=[CH:48][CH:47]=[CH:46][CH:45]=1)=[O:41]. Isolated yield 10.0%. Product: C(=O)(OCC1=CC=CC=C1)N[C@@H](C(C)C)C(=O)NC(CC1=CC=CC=C1)C(C(CC1=CC=CC=C1)NC([C@@H](NC(=O)OCC1=CC=CC=C1)C(C)C)=O)OCOC (2,4-Bis-(Cbz-valinyl-amino)-1,5-diphenyl-3-((methoxy)methoxy)pentane). Reactants: C(=O)(OCC1=CC=CC=C1)N[C@@H](C(C)C)C(=O)NC(CC1=CC=CC=C1)C(C(CC1=CC=CC=C1)NC([C@@H](NC(=O)OCC1=CC=CC=C1)C(C)C)=O)O (2,4-Bis-(Cbz-valinyl-amino)-1,5-diphenyl-3-hydroxypentane), C(C)N(C(C)C)C(C)C (ethyldiisopropylamine), COCCl (chloromethyl methyl ether). Starting materials: Cl.N[C@@H](CCCCN)C(=O)O (L-lysine hydrochloride), [OH-].[Na+] (NaOH), C(C(C)O)O (1,2-propanediol). Run at temperature 187 celsius. Product: NC1C(=O)NCCCC1 (α-amino-ε-caprolactam). As a reaction SMILES: Cl.[NH2:2][C@H:3]([C:9]([OH:11])=O)[CH2:4][CH2:5][CH2:6][CH2:7][NH2:8].[OH-].[Na+].C(O)C(O)C>>[NH2:2][CH:3]1[CH2:4][CH2:5][CH2:6][CH2:7][NH:8][C:9]1=[O:11] |f:0.1,2.3|. Procedure: 300 mmols of L-lysine hydrochloride 1 is neutralized with 300 mmols of NaOH and then 1.2 L of 1,2-propanediol is added. This mixture is heated to 187° C. and is refluxed for 2 hours after removing about the 10% of the solvent when the reaction is first brought to reflux. The yield of α-amino-ε-caprolactam 2 produced by this reaction is about 96%.